This data is from the Open Reaction Database (ORD), a public repository of structured organic reaction records. The task is: describe an organic reaction: reactants, conditions, products, and yield Reactants: BrC=1C(=C(C(=NC1)NC(CC1=CC=C(C=C1)S(=O)(=O)C)=NO)C1=CC(=CC=C1)C(F)(F)F)C (N-[5-bromo-4-methyl-3-(3-trifluoromethyl-phenyl)-pyridin-2-yl]-N′-hydroxy-2-(4-methanesulfonyl-phenyl)-acetamidine), N1=CC=CC=C1 (pyridine), C(O)([O-])=O.[Na+] (Sodium hydrogen carbonate), C1(=CC=C(C=C1)S(=O)(=O)Cl)C (p-toluenesulfonyl chloride). Solvent: C1(=CC=CC=C1)C (toluene). Reaction conditions: temperature 0 celsius, time 25 minute. The product is BrC=1C(=C(C=2N(C1)N=C(N2)CC2=CC=C(C=C2)S(=O)(=O)C)C2=CC(=CC=C2)C(F)(F)F)C (6-Bromo-2-(4-methanesulfonyl-benzyl)-7-methyl-8-(3-trifluoromethyl-phenyl)-[1,2,4]triazolo[1,5-a]pyridine). Isolated yield 102.9%. RXN SMILES: [Br:1][C:2]1[C:3]([CH3:33])=[C:4]([C:23]2[CH:28]=[CH:27][CH:26]=[C:25]([C:29]([F:32])([F:31])[F:30])[CH:24]=2)[C:5]([NH:8][C:9](=[N:21]O)[CH2:10][C:11]2[CH:16]=[CH:15][C:14]([S:17]([CH3:20])(=[O:19])=[O:18])=[CH:13][CH:12]=2)=[N:6][CH:7]=1.N1C=CC=CC=1.C1(C)C=CC(S(Cl)(=O)=O)=CC=1.C(=O)([O-])O.[Na+]>C1(C)C=CC=CC=1>[Br:1][C:2]1[C:3]([CH3:33])=[C:4]([C:23]2[CH:28]=[CH:27][CH:26]=[C:25]([C:29]([F:32])([F:31])[F:30])[CH:24]=2)[C:5]2[N:6]([N:21]=[C:9]([CH2:10][C:11]3[CH:16]=[CH:15][C:14]([S:17]([CH3:20])(=[O:19])=[O:18])=[CH:13][CH:12]=3)[N:8]=2)[CH:7]=1 |f:3.4|. Procedure details: A suspension of N-[5-bromo-4-methyl-3-(3-trifluoromethyl-phenyl)-pyridin-2-yl]-N′-hydroxy-2-(4-methanesulfonyl-phenyl)-acetamidine (Int. 12, 165 mg, 0.304 mmol) in toluene (6 mL) and pyridine (98 μL, 1.218 mmol) was cooled to 0° C. and p-toluenesulfonyl chloride (232 mg, 1.218 mmol) was added. The reaction mixture was stirred at 0° C. for 25 mins then at RT for 6 days. Sodium hydrogen carbonate (saturated solution, 30 mL) was added and the mixture was extracted with DCM (2×30 mL). The organic ph... The reactants are ClC1=NC=C(C=C1)C1=CC=C(C=C1)OC (2-chloro-5-(4-methoxyphenyl)pyridine), O.NN (hydrazine hydrate). Run at temperature 100 celsius, time 3 hour. The product is N(N)C1=NC=C(C=C1)C1=CC=C(C=C1)OC (2-Hydrazinyl-5-(4-methoxyphenyl)pyridine). The yield is 78.0%. Reaction SMILES: Cl[C:2]1[CH:7]=[CH:6][C:5]([C:8]2[CH:13]=[CH:12][C:11]([O:14][CH3:15])=[CH:10][CH:9]=2)=[CH:4][N:3]=1.O.[NH2:17][NH2:18]>>[NH:17]([C:2]1[CH:7]=[CH:6][C:5]([C:8]2[CH:13]=[CH:12][C:11]([O:14][CH3:15])=[CH:10][CH:9]=2)=[CH:4][N:3]=1)[NH2:18] |f:1.2|. Reported procedure: A round-bottom flask was charged with 2-chloro-5-(4-methoxyphenyl)pyridine (260 mg, 1.19 mmol) and hydrazine hydrate (4 mL) at room temperature. The reaction mixture was heated at 100° C. for 48 h. It was cooled to room temperature, then was kept in a refrigerator for 3 h. The precipitate was filtered, washed with cold water, and dried to give the title compound as gray solids (200 mg, 78.0% yield). MS: m/z 216.1 [M+H+]. Reactants: FC(C(=O)O)(F)F (trifluoroacetic acid), CC(C(=O)OC(C)(C)C)(CC[C@@H]1C[C@@H](CCC1)OCC=1N=C(OC1C)C1=CC=C(C=C1)C)C (tert-butyl 2,2-dimethyl-4-[cis-3-(5-methyl-2-p-tolyloxazol-4-ylmethoxy)cyclohexyl]butyrate), C1(=CC=CC=C1)C (toluene). Run in ClCCl (dichloromethane). Reaction conditions: time 1 hour. Yields the product CC(C(=O)O)(CC[C@@H]1C[C@@H](CCC1)OCC=1N=C(OC1C)C1=CC=C(C=C1)C)C (2,2-Dimethyl-4-[cis-3-(5-methyl-2-p-tolyloxazol-4-ylmethoxy)cyclohexyl]-butyric Acid). RXN SMILES: [CH3:1][C:2]([CH3:33])([CH2:10][CH2:11][C@H:12]1[CH2:17][CH2:16][CH2:15][C@@H:14]([O:18][CH2:19][C:20]2[N:21]=[C:22]([C:26]3[CH:31]=[CH:30][C:29]([CH3:32])=[CH:28][CH:27]=3)[O:23][C:24]=2[CH3:25])[CH2:13]1)[C:3]([O:5]C(C)(C)C)=[O:4].FC(F)(F)C(O)=O.C1(C)C=CC=CC=1>ClCCl>[CH3:1][C:2]([CH3:33])([CH2:10][CH2:11][C@H:12]1[CH2:17][CH2:16][CH2:15][C@@H:14]([O:18][CH2:19][C:20]2[N:21]=[C:22]([C:26]3[CH:31]=[CH:30][C:29]([CH3:32])=[CH:28][CH:27]=3)[O:23][C:24]=2[CH3:25])[CH2:13]1)[C:3]([OH:5])=[O:4]. Procedure details: 300 mg of tert-butyl 2,2-dimethyl-4-[cis-3-(5-methyl-2-p-tolyloxazol-4-ylmethoxy)cyclohexyl]butyrate are dissolved in 20 ml of dichloromethane, and 10 ml of trifluoroacetic acid are added. The reaction mixture is stirred at room temperature for 1 hour. 200 ml of toluene are added and the solvents are then concentrated under reduced pressure. The residue is purified by RP-HPLC. This gives 180 mg of 2,2-dimethyl-4-[cis-3-(5-methyl-2-p-tolyloxazol-4-ylmethoxy)cyclohexyl]butyric acid as an oil. C24H... Reactants: Cl (hydrochloric acid), FC(C(CC#N)=O)(F)F (Trifluoroacetoacetonitrile), Cl.NO (hydroxylamine hydrochloride), C(C)O (ethanol). Run in O (water). Product: FC(C1=NOC(=C1)N)(F)F (3-Trifluoromethyl-5-aminoisoxazole). Yield: 13.8%. As a reaction SMILES: [F:1][C:2]([F:9])([F:8])[C:3](=O)[CH2:4][C:5]#[N:6].Cl.[NH2:11][OH:12].C(O)C.Cl>O>[F:1][C:2]([F:9])([F:8])[C:3]1[CH:4]=[C:5]([NH2:6])[O:12][N:11]=1 |f:1.2|. Procedure: Trifluoroacetoacetonitrile (1.37 g, 0.010 mole), hydroxylamine hydrochloride (0.69 g, 0.010 mole), ethanol and water were heated under reflux for 3 hours. After the addition of hydrochloric acid (1.21 g, 0.012 mole), the mixture was further heated under reflux to give the title compound (0.21 g, 13.7%). The reactants are C([O-])([O-])=O.[Na+].[Na+] (sodium carbonate), NC1=C2C(=NC=N1)N(N=C2I)C[C@@H]2N(CCC2)C(=O)OC(C)(C)C (tert-butyl (2R)-2-([4-amino-3-iodo-1H-pyrazolo[3,4-d]pyrimidin-1-yl]methyl)pyrrolidine-1-carboxylate), tetrakis(triphenylphosphane)palladium, OC[C@@H]1N(CCC1)C(=O)OC(C)(C)C ((R)-tert-butyl 2-(hydroxymethyl)pyrrolidine-1-carboxylate), FC=1C=C(OC2=CC=C(C=C2)B2OC(C(O2)(C)C)(C)C)C=CC1 (2-[4-(3-fluorophenoxy)phenyl]-4,4,5,5-tetramethyl-1,3,2-dioxaborolane). Solvent: COCCOC (ethylene glycol dimethyl ether), O (water). Reaction conditions: temperature 80 celsius, time 12 hour. Product: NC1=C2C(=NC=N1)N(N=C2C2=CC=C(C=C2)OC2=CC(=CC=C2)F)C[C@@H]2N(CCC2)C(=O)OC(C)(C)C (tert-butyl (2R)-2-([4-amino-3-[4-(3-fluorophenoxy)phenyl]-1H-pyrazolo[3,4-d]pyrimidin-1-yl]methyl)pyrrolidine-1-carboxylate). The yield is 78.7%. Reaction SMILES: [NH2:1][C:2]1[N:7]=[CH:6][N:5]=[C:4]2[N:8]([CH2:12][C@H:13]3[CH2:17][CH2:16][CH2:15][N:14]3[C:18]([O:20][C:21]([CH3:24])([CH3:23])[CH3:22])=[O:19])[N:9]=[C:10](I)[C:3]=12.OC[C@H]1CCCN1C(OC(C)(C)C)=O.[F:39][C:40]1[CH:41]=[C:42]([CH:59]=[CH:60][CH:61]=1)[O:43][C:44]1[CH:49]=[CH:48][C:47](B2OC(C)(C)C(C)(C)O2)=[CH:46][CH:45]=1.C(=O)([O-])[O-].[Na+].[Na+]>O.COCCOC>[NH2:1][C:2]1[N:7]=[CH:6][N:5]=[C:4]2[N:8]([CH2:12][C@H:13]3[CH2:17][CH2:16][CH2:15][N:14]3[C:18]([O:20][C:21]([CH3:24])([CH3:23])[CH3:22])=[O:19])[N:9]=[C:10]([C:47]3[CH:46]=[CH:45][C:44]([O:43][C:42]4[CH:59]=[CH:60][CH:61]=[C:40]([F:39])[CH:41]=4)=[CH:49][CH:48]=3)[C:3]=12 |f:3.4.5|. Procedure details: Into a 100-mL 3-necked round-bottom flask purged and maintained under an inert atmosphere of nitrogen, was placed tert-butyl (2R)-2-([4-amino-3-iodo-1H-pyrazolo[3,4-d]pyrimidin-1-yl]methyl)pyrrolidine-1-carboxylate (300 mg, 0.68 mmol, 1.00 equiv), prepared as described in Example 1 except in the Mitsunobu reaction using (R)-tert-butyl 2-(hydroxymethyl)pyrrolidine-1-carboxylate instead of (S)-tert-butyl 3-hydroxypiperidine-1-carboxylate, 2-[4-(3-fluorophenoxy)phenyl]-4,4,5,5-tetramethyl-1,3,2-dio... The reactants are Cl.N=C1N(CCC1)C (2-imino-1-methylpyrrolidine hydrochloride), ClC1=C(C(=CC=C1)Cl)N=C=O (2,6-dichlorophenylisocyanate), C1=CC=CC=C1 (benzene), [OH-].[Na+] (NaOH). Run in O (water). Product: ClC1=C(C(=CC=C1)Cl)NC(=O)N=C1N(CCC1)C (1-(2,6-dichlorophenyl)-3-(1-methyl-2-pyrrolidylidene)urea). Reaction SMILES: Cl.[NH:2]=[C:3]1[CH2:7][CH2:6][CH2:5][N:4]1[CH3:8].C1C=CC=CC=1.[OH-].[Na+].[Cl:17][C:18]1[CH:23]=[CH:22][CH:21]=[C:20]([Cl:24])[C:19]=1[N:25]=[C:26]=[O:27]>O>[Cl:17][C:18]1[CH:23]=[CH:22][CH:21]=[C:20]([Cl:24])[C:19]=1[NH:25][C:26]([N:2]=[C:3]1[CH2:7][CH2:6][CH2:5][N:4]1[CH3:8])=[O:27] |f:0.1,3.4|. Procedure: To a slurry of 6.73 g (0.05 mole) of 2-imino-1-methylpyrrolidine hydrochloride in 75 ml. of dry benzene is added, with stirring, 2 ml. of water, followed by 6 ml. of 50% NaOH. The benzene is decanted onto anhydrous K2CO3 and the aqueous layer washed twice with 50 ml. portions of benzene, the benzene being collected by decanting onto the K2CO3. The benzene extracts are put under nitrogen and dried for 15 minutes, then filtered rapidly through diatomaceous earth (nitrogen blanket) and washed with ...